From a dataset of the Open Reaction Database (ORD), a public repository of structured organic reaction records. describe an organic reaction: reactants, conditions, products, and yield The reactants are IC1=CC=C(C=C1)S(=O)(=O)NC=1SC=CN1 (4-iodo-N-1,3-thiazol-2-ylbenzenesulfonamide), Cl.ClC=1C=C(OC[C@H]2NCCC2)C=CC1 ((2S)-2-(3-chloro-phenoxymethyl)-pyrrolidine hydrochloride), C([O-])([O-])=O.[Na+].[Na+] (sodium carbonate), O (water). Reagents/catalysts: C(=O)=[Mo](=C=O)(=C=O)(=C=O)(=C=O)=C=O (hexacarbonylmolybdenum), C(C)(=O)[O-].[Pd+2].C(C)(=O)[O-] (palladium(II) acetate). Solvent: Cl (HCl). Conditions: temperature 110 celsius. Product: ClC=1C=C(OC[C@H]2N(CCC2)C(=O)C2=CC=C(C=C2)S(=O)(=O)NC=2SC=CN2)C=CC1 (4-({(2S)-2-[(3-chlorophenoxy)methyl]pyrrolidin-1-yl}carbonyl)-N-1,3-thiazol-2-ylbenzenesulfonamide). RXN SMILES: I[C:2]1[CH:7]=[CH:6][C:5]([S:8]([NH:11][C:12]2[S:13][CH:14]=[CH:15][N:16]=2)(=[O:10])=[O:9])=[CH:4][CH:3]=1.Cl.[Cl:18][C:19]1[CH:20]=[C:21]([CH:29]=[CH:30][CH:31]=1)[O:22][CH2:23][C@@H:24]1[CH2:28][CH2:27][CH2:26][NH:25]1.[C:32](=O)([O-])[O-:33].[Na+].[Na+].O>Cl.C(=[Mo](=C=O)(=C=O)(=C=O)(=C=O)=C=O)=O.C([O-])(=O)C.[Pd+2].C([O-])(=O)C>[Cl:18][C:19]1[CH:20]=[C:21]([CH:29]=[CH:30][CH:31]=1)[O:22][CH2:23][C@@H:24]1[CH2:28][CH2:27][CH2:26][N:25]1[C:32]([C:2]1[CH:7]=[CH:6][C:5]([S:8]([NH:11][C:12]2[S:13][CH:14]=[CH:15][N:16]=2)(=[O:10])=[O:9])=[CH:4][CH:3]=1)=[O:33] |f:1.2,3.4.5,9.10.11|. Procedure details: A mixture of 4-iodo-N-1,3-thiazol-2-ylbenzenesulfonamide (Preparation 98, 150 mg, 0.41 mmol), (2S)-2-(3-chloro-phenoxymethyl)-pyrrolidine hydrochloride (Preparation 90, 430 mg, 2.0 mmol), hexacarbonylmolybdenum (50 mg, 0.2 mmol), palladium(II) acetate (4 mg, 0.02 mmol), and sodium carbonate (130 mg, 1.2 mmol) in water (0.82 mL, 45 mmol) was heated 20 min at 110° C. in the microwave. The reaction mixture was diluted with 1 N HCl and extracted with ethyl acetate. The combined organic layers were w... Reactants: COC(=O)C1(OC2=C(CC1)C=CC(=C2)OCCCOC2=C(C(=C(C=C2)C(=O)N2CCCC2)O)CC=C)CCC (Methyl-3,4-dihydro-7-[3-[3-hydroxy-2-(2-propenyl)-4-(1-pyrrolidinylcarbonyl)phenoxy]propoxy]-2-propyl-2H-1-benzopyran-2-carboxylate), [OH-].[Li+] (lithium hydroxide), CO (methanol), C1CCOC1 (THF). Solvent: C(C)(=O)OCC (ethyl acetate). Conditions: time 8 hour. Yields the product COC=1C(=C(OCCCOC2=C(C3=C(CCC(O3)C(=O)O)C=C2)CCC)C=CC1C(=O)N1CCCC1)CC=C (3,4-Dihydro-7-[3-[3-methoxy-2-(2-propenyl)-4-(1-pyrrolidinylcarbonyl)phenoxy]propoxy]-8-propyl-2H-1-benzopyran-2-carboxylic acid). As a reaction SMILES: C[O:2][C:3]([C:5]1(CCC)[CH2:10][CH2:9][C:8]2[CH:11]=[CH:12][C:13]([O:15][CH2:16][CH2:17][CH2:18][O:19][C:20]3[CH:25]=[CH:24][C:23]([C:26]([N:28]4[CH2:32][CH2:31][CH2:30][CH2:29]4)=[O:27])=[C:22]([OH:33])[C:21]=3[CH2:34][CH:35]=[CH2:36])=[CH:14][C:7]=2[O:6]1)=[O:4].[OH-].[Li+].[CH3:42]O.[CH2:44]1[CH2:48]OC[CH2:45]1>C(OCC)(=O)C>[CH3:42][O:33][C:22]1[C:21]([CH2:34][CH:35]=[CH2:36])=[C:20]([CH:25]=[CH:24][C:23]=1[C:26]([N:28]1[CH2:29][CH2:30][CH2:31][CH2:32]1)=[O:27])[O:19][CH2:18][CH2:17][CH2:16][O:15][C:13]1[CH:12]=[CH:11][C:8]2[CH2:9][CH2:10][CH:5]([C:3]([OH:2])=[O:4])[O:6][C:7]=2[C:14]=1[CH2:45][CH2:44][CH3:48] |f:1.2|. Procedure details: The compound of Example 27 (150 mg, 0.27 mmol) and an excess amount of lithium hydroxide were added to 2 to 3 ml of methanol and about I0 ml of THF. The reaction mixture was stirred overnight at room temperature. The reaction mixture was diluted with ethyl acetate and washed with water. Chromatography of the reaction mixture on silica gel with 90% ethyl acetate/9.5% methanol/0.5% acetic acid as eluant gave the product. The reactants are C1(CCCC1)C1=NN=C(C(N1)=O)C(CC)NC(C(CCCC)CC)=O (N-[1-(3-cyclopentyl-5-oxo-4,5-dihydro-1,2,4-triazin-6-yl)propyl]-2-ethylhexanamide), P(=O)(Cl)(Cl)Cl (phosphoric trichloride). The product is C1(CCCC1)C1=NN2C(C(N1)=O)=C(N=C2C(CCCC)CC)CC (2-Cyclopentyl-5-ethyl-7-(1-ethylpentyl)imidazo[5,1-f][1,2,4]triazin-4(3H)-one). Procedure details: In analogy to the procedure for Example 1, 190 mg (0.55 mmol) crude N-[1-(3-cyclopentyl-5-oxo-4,5-dihydro-1,2,4-triazin-6-yl)propyl]-2-ethylhexanamide, 165 mg (1.1 mmol) phosphoric trichloride are stirred at reflux for 4 hours, proportionate amounts of the solvents are used. The product is purified by chromatography (preparative HPLC). RXN SMILES: [CH:1]1([C:6]2[NH:11][C:10](=[O:12])[C:9]([CH:13]([NH:16][C:17](=O)[CH:18]([CH2:23][CH3:24])[CH2:19][CH2:20][CH2:21][CH3:22])[CH2:14][CH3:15])=[N:8][N:7]=2)[CH2:5][CH2:4][CH2:3][CH2:2]1.P(Cl)(Cl)(Cl)=O>>[CH:1]1([C:6]2[NH:11][C:10](=[O:12])[C:9]3=[C:13]([CH2:14][CH3:15])[N:16]=[C:17]([CH:18]([CH2:23][CH3:24])[CH2:19][CH2:20][CH2:21][CH3:22])[N:8]3[N:7]=2)[CH2:5][CH2:4][CH2:3][CH2:2]1. Reaction SMILES: [Br:15][c:16]1[c:17]([F:25])[cH:18][c:19]([C:20](=[O:21])[OH:22])[cH:23][cH:24]1.[CH2:27]([N:28]=[C:29]=[N:30][CH2:31][CH2:32][CH2:33][N:34]([CH3:35])[CH3:36])[CH3:37].[CH3:1][c:2]1[c:3]([N:9]2[CH2:10][CH2:11][NH:12][CH2:13][CH2:14]2)[n:4][cH:5][c:6]([CH3:8])[cH:7]1.[CH3:39][N:40]([CH3:41])[CH:42]=[O:43].[ClH:26].[OH2:38]>>[CH3:1][c:2]1[c:3]([N:9]2[CH2:10][CH2:11][N:12]([C:20]([c:19]3[cH:18][c:17]([F:25])[c:16]([Br:15])[cH:24][cH:23]3)=[O:21])[CH2:13][CH2:14]2)[n:4][cH:5][c:6]([CH3:8])[cH:7]1. Product: Cc1cnc(N2CCN(C(=O)c3ccc(Br)c(F)c3)CC2)c(C)c1. Reactants: O=C(O)c1ccc(Br)c(F)c1, CCN=C=NCCCN(C)C, Cc1cnc(N2CCNCC2)c(C)c1, CN(C)C=O, Cl, O. The reactants are ClCCl, O=[Cr](=O)([O-])O[Cr](=O)(=O)[O-], O, COC=C(C(=O)OC)c1cccnc1Oc1cccc(CO)c1, c1cc[nH+]cc1, c1cc[nH+]cc1. The product is COC=C(C(=O)OC)c1cccnc1Oc1cccc(C=O)c1. Reaction SMILES: [Cl:46][CH2:47][Cl:48].[Cr:24]([O:25][Cr:26]([O-:27])(=[O:28])=[O:29])([O-:30])(=[O:31])=[O:32].[OH2:45].[OH:1][CH2:2][c:3]1[cH:4][c:5]([O:6][c:7]2[n:8][cH:9][cH:10][cH:11][c:12]2[C:13]([C:14](=[O:15])[O:16][CH3:17])=[CH:18][O:19][CH3:20])[cH:21][cH:22][cH:23]1.[nH+:33]1[cH:34][cH:35][cH:36][cH:37][cH:38]1.[nH+:39]1[cH:40][cH:41][cH:42][cH:43][cH:44]1>>[O:1]=[CH:2][c:3]1[cH:4][c:5]([O:6][c:7]2[n:8][cH:9][cH:10][cH:11][c:12]2[C:13]([C:14](=[O:15])[O:16][CH3:17])=[CH:18][O:19][CH3:20])[cH:21][cH:22][cH:23]1. Starting materials: CCOC(=O)C1(Cc2ccccc2)CCCC1, C1CCOC1, CO, [Li+], [OH-], O, O. The product is O=C(O)C1(Cc2ccccc2)CCCC1. RXN SMILES: [CH2:1]([CH3:2])[O:3][C:4](=[O:5])[C:6]1([CH2:11][c:12]2[cH:13][cH:14][cH:15][cH:16][cH:17]2)[CH2:7][CH2:8][CH2:9][CH2:10]1.[CH2:21]1[O:22][CH2:23][CH2:24][CH2:25]1.[CH3:26][OH:27].[Li+:20].[OH-:19].[OH2:18].[OH2:28]>>[O:3]=[C:4]([OH:5])[C:6]1([CH2:11][c:12]2[cH:13][cH:14][cH:15][cH:16][cH:17]2)[CH2:7][CH2:8][CH2:9][CH2:10]1. The reactants are NC1=CC(=C(C=C1)C(=O)N1CCN(CC1)C1=C(C=C(C=C1)C)C)C(F)(F)F ((4-amino-2-trifluoromethylphenyl)[4-(2,4-dimethylphenyl)piperazin-1-yl]methanone), ClCCCS(=O)(=O)Cl (3-chloropropane-1-sulfonyl chloride). Yields the product CC1=C(C=CC(=C1)C)N1CCN(CC1)C(=O)C1=C(C=C(C=C1)N1S(CCC1)(=O)=O)C(F)(F)F ([4-(2,4-dimethylphenyl)piperazin-1-yl][4-(1,1-dioxo-1λ6-isothiazolidin-2-yl)-2-trifluoromethylphenyl]methanone). Reaction SMILES: [NH2:1][C:2]1[CH:7]=[CH:6][C:5]([C:8]([N:10]2[CH2:15][CH2:14][N:13]([C:16]3[CH:21]=[CH:20][C:19]([CH3:22])=[CH:18][C:17]=3[CH3:23])[CH2:12][CH2:11]2)=[O:9])=[C:4]([C:24]([F:27])([F:26])[F:25])[CH:3]=1.Cl[CH2:29][CH2:30][CH2:31][S:32](Cl)(=[O:34])=[O:33]>>[CH3:23][C:17]1[CH:18]=[C:19]([CH3:22])[CH:20]=[CH:21][C:16]=1[N:13]1[CH2:14][CH2:15][N:10]([C:8]([C:5]2[CH:6]=[CH:7][C:2]([N:1]3[CH2:29][CH2:30][CH2:31][S:32]3(=[O:34])=[O:33])=[CH:3][C:4]=2[C:24]([F:27])([F:26])[F:25])=[O:9])[CH2:11][CH2:12]1. Reported procedure: Using (4-amino-2-trifluoromethylphenyl)[4-(2,4-dimethylphenyl)piperazin-1-yl]methanone (850 mg) described in Preparation Example 149 and 3-chloropropane-1-sulfonyl chloride (0.37 mL) and by the reaction and treatment in the same manner as in Example 78, the title compound (544 mg) was obtained.